Dataset: the Open Reaction Database (ORD), a public repository of structured organic reaction records. Task: describe an organic reaction: reactants, conditions, products, and yield Reactants: COc1ccc(-c2ccc(C3OCCO3)cc2)cc1, CCO, Cl, NO. The product is COc1ccc(-c2ccc(C#N)cc2)cc1. Reaction SMILES: [CH3:1][O:2][c:3]1[cH:4][cH:5][c:6](-[c:9]2[cH:10][cH:11][c:12]([CH:15]3[O:16][CH2:17][CH2:18][O:19]3)[cH:13][cH:14]2)[cH:7][cH:8]1.[CH3:23][CH2:24][OH:25].[ClH:20].[NH2:21][OH:22]>>[CH3:1][O:2][c:3]1[cH:4][cH:5][c:6](-[c:9]2[cH:10][cH:11][c:12]([C:15]#[N:21])[cH:13][cH:14]2)[cH:7][cH:8]1. Product: c1ccc(CN2CC3OC3C2)cc1. Reactants: C1=CCN(Cc2ccccc2)C1, CC(C)=O, O=S(=O)(O)c1ccc(Cl)cc1, O, O=C(OO)c1cccc(Cl)c1. RXN SMILES: [CH2:1]([c:2]1[cH:3][cH:4][cH:5][cH:6][cH:7]1)[N:8]1[CH2:9][CH:10]=[CH:11][CH2:12]1.[CH3:36][C:37](=[O:38])[CH3:39].[Cl:13][c:14]1[cH:15][cH:16][c:17]([S:18]([OH:19])(=[O:20])=[O:21])[cH:22][cH:23]1.[OH2:24].[OH:25][O:26][C:27]([c:28]1[cH:29][c:30]([Cl:31])[cH:32][cH:33][cH:34]1)=[O:35]>>[CH2:1]([c:2]1[cH:3][cH:4][cH:5][cH:6][cH:7]1)[N:8]1[CH2:9][CH:10]2[CH:11]([CH2:12]1)[O:21]2. Reactants: CCCCc1ncc(C=C2NC(=O)N(CCCC)C2=O)n1Cc1ccc(C(=O)OC)cc1, Cc1nc(CCl)cs1, Cl, Cl, Cl, [K+], [K+], O=C([O-])[O-], CN(C)C=O. Reaction SMILES: [CH2:2]([CH2:3][CH2:4][CH3:5])[c:6]1[n:7]([CH2:23][c:24]2[cH:25][cH:26][c:27]([C:28](=[O:29])[O:30][CH3:31])[cH:32][cH:33]2)[c:8]([CH:11]=[C:12]2[NH:13][C:14](=[O:22])[N:15]([CH2:18][CH2:19][CH2:20][CH3:21])[C:16]2=[O:17])[cH:9][n:10]1.[CH3:41][c:42]1[s:43][cH:44][c:45]([CH2:47][Cl:48])[n:46]1.[ClH:1].[ClH:40].[ClH:49].[K+:34].[K+:35].[O-:36][C:37]([O-:38])=[O:39].[O:50]=[CH:51][N:52]([CH3:53])[CH3:54]>>[CH2:2]([CH2:3][CH2:4][CH3:5])[c:6]1[n:7]([CH2:23][c:24]2[cH:25][cH:26][c:27]([C:28](=[O:29])[O:30][CH3:31])[cH:32][cH:33]2)[c:8]([CH:11]=[C:12]2[N:13]([CH2:47][c:45]3[cH:44][s:43][c:42]([CH3:41])[n:46]3)[C:14](=[O:22])[N:15]([CH2:18][CH2:19][CH2:20][CH3:21])[C:16]2=[O:17])[cH:9][n:10]1.[ClH:1].[ClH:48]. The product is CCCCc1ncc(C=C2C(=O)N(CCCC)C(=O)N2Cc2csc(C)n2)n1Cc1ccc(C(=O)OC)cc1, Cl, Cl. The reactants are O=C1CCC(=O)N1Br, CSC, ClCCl, N#Cc1ccc(CO)cc1F. The product is N#Cc1ccc(CBr)cc1F. Reaction SMILES: [Br:1][N:2]1[C:3](=[O:4])[CH2:5][CH2:6][C:7]1=[O:8].[CH3:9][S:10][CH3:11].[Cl:23][CH2:24][Cl:25].[F:12][c:13]1[c:14]([C:15]#[N:16])[cH:17][cH:18][c:19]([CH2:21][OH:22])[cH:20]1>>[Br:1][CH2:21][c:19]1[cH:18][cH:17][c:14]([C:15]#[N:16])[c:13]([F:12])[cH:20]1. The reactants are ClCCl, CC(C)(C)OC(=O)n1c(-c2cnc(Nc3cccc(O)c3)o2)cc2ccccc21, O=C(O)C(F)(F)F. The product is Oc1cccc(Nc2ncc(-c3cc4ccccc4[nH]3)o2)c1. RXN SMILES: [Cl:37][CH2:38][Cl:39].[OH:1][c:2]1[cH:3][c:4]([NH:8][c:9]2[o:10][c:11](-[c:14]3[n:15]([C:23]([O:24][C:25]([CH3:26])([CH3:27])[CH3:28])=[O:29])[c:16]4[cH:17][cH:18][cH:19][cH:20][c:21]4[cH:22]3)[cH:12][n:13]2)[cH:5][cH:6][cH:7]1.[OH:30][C:31]([C:32]([F:33])([F:34])[F:35])=[O:36]>>[OH:1][c:2]1[cH:3][c:4]([NH:8][c:9]2[o:10][c:11](-[c:14]3[nH:15][c:16]4[cH:17][cH:18][cH:19][cH:20][c:21]4[cH:22]3)[cH:12][n:13]2)[cH:5][cH:6][cH:7]1. Starting materials: C1(=CC=CC=C1)NC(C=C)=O (N1-Phenylacrylamide), C(C1=CC=CC=C1)N1CC2CNCC(C1)C2 (3-Benzyl-3,7-diazabicyclo[3.3.1]nonane). Solvent: CCO (EtOH). Conditions: time 10 hour. Product: C1(=CC=CC=C1)NC(CCN1CC2CN(CC(C1)C2)CC2=CC=CC=C2)=O (N1-Phenyl-3-(7-benzyl-3,7-diazabicyclo[3.3.1]non-3-yl)propanamide). The yield is 97.0%. As a reaction SMILES: [C:1]1([NH:7][C:8](=[O:11])[CH:9]=[CH2:10])[CH:6]=[CH:5][CH:4]=[CH:3][CH:2]=1.[CH2:12]([N:19]1[CH2:26][CH:25]2[CH2:27][CH:21]([CH2:22][NH:23][CH2:24]2)[CH2:20]1)[C:13]1[CH:18]=[CH:17][CH:16]=[CH:15][CH:14]=1>CCO>[C:1]1([NH:7][C:8](=[O:11])[CH2:9][CH2:10][N:23]2[CH2:24][CH:25]3[CH2:27][CH:21]([CH2:20][N:19]([CH2:12][C:13]4[CH:18]=[CH:17][CH:16]=[CH:15][CH:14]=4)[CH2:26]3)[CH2:22]2)[CH:6]=[CH:5][CH:4]=[CH:3][CH:2]=1. Reported procedure: N1-Phenylacrylamide (1.0 g; 6.8 mmol; from step (a) above) was added to a stirred solution of 3-benzyl-3,7-diazabicyclo[3.3.1]nonane (1.5 g; 6.8 mmol; see Example E above) in EtOH (7 mL). The reaction mixture was stirred for 10 h and concentrated to give the sub-title compound in a 97% yield. The reactants are Cc1ccc(CC(=O)O)cc1, CCCNC. The reagents and catalysts are CCN=C=NCCCN(C)C.Cl (EDC-HCl), CN1CCOCC1 (NMM), C1CC(=O)N(C1=O)O (N-Hydroxysuccinimide). Solvent: CN(C)C=O (DMF), CN(C)C=O (DMF), CN(C)C=O (DMF), CN(C)C=O (DMF), CN(C)C=O (DMF), CN(C)C=O (DMF). Conditions: temperature 25 celsius, time 2 hour. Product: CCCN(C)C(=O)Cc1ccc(C)cc1. Isolated yield 59.8%. RXN SMILES: CCCNC.Cc1ccc(CC(=O)O)cc1.CCN=C=NCCCN(C)C.Cl.C1CC(=O)N(C1=O)O.CN1CCOCC1.CN(C)C=O>>CCCN(C)C(=O)Cc1ccc(C)cc1. Starting materials: [Cl-].C[C@@H]1[C@H](C1)[C@H](C)[NH3+] ((1S)-1-[(1S,2S)-2-methylcyclopropyl]ethanaminium chloride), [Cl-].C[C@@H]1[C@H](C1)[C@H](C)[NH3+] ((1S)-1-[(1S,2S)-2-methylcyclopropyl]ethanaminium chloride), ClC1=NC(=CC(=C1)C=1OC(=CN1)[C@](CC1=CC=CC=C1)(C)NC(OC(C)(C)C)=O)N(S(=O)(=O)C)C (tert-butyl (1R)-1-(2-{2-chloro-6-[methyl(methylsulfonyl)amino]pyridin-4-yl}-1,3-oxazol-5-yl)-1-methyl-2-phenylethylcarbamate), ClC1=NC(=CC(=C1)C=1OC(=CN1)[C@](CC1=CC=CC=C1)(C)NC(OC(C)(C)C)=O)N(S(=O)(=O)C)C (tert-butyl (1R)-1-(2-{2-chloro-6-[methyl(methylsulfonyl)amino]pyridin-4-yl}-1,3-oxazol-5-yl)-1-methyl-2-phenylethylcarbamate), [O-]P(=O)([O-])[O-].[K+].[K+].[K+] (K3PO4). Reagents/catalysts: CC(C)([P](C(C)(C)C)([Pd][P](C(C)(C)C)(C(C)(C)C)C(C)(C)C)C(C)(C)C)C (Pd(PtBu3)2). Solvent: CN(C)C=O (DMF). Reaction conditions: temperature 110 celsius, time 16 hour. Product: C[C@@](CC1=CC=CC=C1)(C1=CN=C(O1)C1=CC(=NC(=C1)N(S(=O)(=O)C)C)N[C@@H](C)[C@@H]1[C@H](C1)C)NC(OC(C)(C)C)=O (tert-butyl (1R)-1-methyl-1-(2-{2-({(1S)-1-[(1S,2S)-2-methylcyclopropyl]ethyl}amino)-6-[methyl(methylsulfonyl)amino]pyridin-4-yl}-1,3-oxazol-5-yl)-2-phenylethylcarbamate). Yield: 48.0%. Reaction SMILES: [Cl-].[CH3:2][C@H:3]1[CH2:5][C@@H:4]1[C@@H:6]([NH3+:8])[CH3:7].Cl[C:10]1[CH:15]=[C:14]([C:16]2[O:17][C:18]([C@@:21]([NH:30][C:31](=[O:37])[O:32][C:33]([CH3:36])([CH3:35])[CH3:34])([CH3:29])[CH2:22][C:23]3[CH:28]=[CH:27][CH:26]=[CH:25][CH:24]=3)=[CH:19][N:20]=2)[CH:13]=[C:12]([N:38]([CH3:43])[S:39]([CH3:42])(=[O:41])=[O:40])[N:11]=1.[O-]P([O-])([O-])=O.[K+].[K+].[K+]>CN(C=O)C.CC(C)([P](C(C)(C)C)([Pd][P](C(C)(C)C)(C(C)(C)C)C(C)(C)C)C(C)(C)C)C>[CH3:29][C@:21]([NH:30][C:31](=[O:37])[O:32][C:33]([CH3:36])([CH3:35])[CH3:34])([C:18]1[O:17][C:16]([C:14]2[CH:13]=[C:12]([N:38]([CH3:43])[S:39]([CH3:42])(=[O:41])=[O:40])[N:11]=[C:10]([NH:8][C@H:6]([C@H:4]3[CH2:5][C@@H:3]3[CH3:2])[CH3:7])[CH:15]=2)=[N:20][CH:19]=1)[CH2:22][C:23]1[CH:24]=[CH:25][CH:26]=[CH:27][CH:28]=1 |f:0.1,3.4.5.6,^1:59,65|. Procedure: To a solution of (1S)-1-[(1S,2S)-2-methylcyclopropyl]ethanaminium chloride (intermediate P, 0.039 g, 0.29 mmol) and tert-butyl (1R)-1-(2-{2-chloro-6-[methyl(methylsulfonyl)amino]pyridin-4-yl}-1,3-oxazol-5-yl)-1-methyl-2-phenylethylcarbamate (intermediate k, 0.050 g, 0.10 mmol) in 1 mL DMF was added K3PO4 (0.122 g, 0.58 mmol) and Pd(PtBu3)2 (0.007 g, 0.01 mmol). After 16 h at ambient temperature, the sealed reaction was heated at 110° C. for 8.5 h and then filtered over a pad of celite. The celit...